From a dataset of the Open Reaction Database (ORD), a public repository of structured organic reaction records. describe an organic reaction: reactants, conditions, products, and yield The reactants are Br, ClCCl, COc1ccc(C=Cc2ccc(CO)cc2)cc1. The product is COc1ccc(C=Cc2ccc(CBr)cc2)cc1. As a reaction SMILES: [BrH:19].[CH2:20]([Cl:21])[Cl:22].[CH3:1][O:2][c:3]1[cH:4][cH:5][c:6]([CH:7]=[CH:8][c:9]2[cH:10][cH:11][c:12]([CH2:13][OH:14])[cH:15][cH:16]2)[cH:17][cH:18]1>>[CH3:1][O:2][c:3]1[cH:4][cH:5][c:6]([CH:7]=[CH:8][c:9]2[cH:10][cH:11][c:12]([CH2:13][Br:19])[cH:15][cH:16]2)[cH:17][cH:18]1. Reactants: Br, CC(=O)O, C=CCCC(=O)C(C)(C)N1COC(C)=C(c2ccccc2)C1=O. The product is CC1=C(c2ccccc2)C(=O)N(C(C)(C)C(=O)CCC(C)Br)CO1. As a reaction SMILES: [BrH:1].[CH3:25][C:26](=[O:27])[OH:28].[CH3:2][C:3]1=[C:4]([c:19]2[cH:20][cH:21][cH:22][cH:23][cH:24]2)[C:5](=[O:18])[N:6]([C:9]([CH3:10])([C:11]([CH2:12][CH2:13][CH:14]=[CH2:15])=[O:16])[CH3:17])[CH2:7][O:8]1>>[Br:1][CH:14]([CH2:13][CH2:12][C:11]([C:9]([N:6]1[C:5](=[O:18])[C:4]([c:19]2[cH:20][cH:21][cH:22][cH:23][cH:24]2)=[C:3]([CH3:2])[O:8][CH2:7]1)([CH3:10])[CH3:17])=[O:16])[CH3:15]. Reactants: N1CCC(C2=CC=CC=C12)C(=O)OC (methyl 1,2,3,4-tetrahydroquinoline-4-carboxylate), C(C(=O)Cl)(=O)Cl (oxalyl chloride). Run in O1CCCC1 (tetrahydrofuran), O1CCCC1 (THF). Reaction conditions: time 8 hour. Yields the product O=C1C(N2CCC(C3=CC=CC1=C23)C(=O)OC)=O (Methyl 5,6-dihydro-1,2-dioxo-4H-pyrrolo[3,2,1-ij]quinoline-6-carboxylate). The yield is 83.3%. RXN SMILES: [NH:1]1[C:10]2[C:5](=[CH:6][CH:7]=[CH:8][CH:9]=2)[CH:4]([C:11]([O:13][CH3:14])=[O:12])[CH2:3][CH2:2]1.[C:15](Cl)(=[O:19])[C:16](Cl)=[O:17]>O1CCCC1>[O:17]=[C:16]1[C:9]2=[C:10]3[C:5](=[CH:6][CH:7]=[CH:8]2)[CH:4]([C:11]([O:13][CH3:14])=[O:12])[CH2:3][CH2:2][N:1]3[C:15]1=[O:19]. Reported procedure: A solution of methyl 1,2,3,4-tetrahydroquinoline-4-carboxylate (51.0 g) in tetrahydrofuran (THF, 200 ml) was heated under refluxing and a solution of oxalyl chloride (30 ml) in dry THF was added thereto. The mixture was refluxed for 4 hours, then cooled and concentrated. The residue was dissolved in carbon disulfide (800 ml) and aluminum chloride (66.7 g) was added portionwise. The mixture was refluxed for 4 hours, and then allowed to stand overnight. The solvent was eliminated by decantation an... Reactants: ice water, [Na] (sodium), C(CCCCCCC)S (n-octylmercaptan), C(C)(C)(C)C=1C=C(NC2=NC(=NC(=N2)NC2CC(NC(C2)(C)C)(C)C)Cl)C=C(C1O)C (2-(3-tert.-butyl-5-methyl-4-hydroxyanilino)-4-[(2,2,6,6-tetramethyl-piperidin-4-yl)-amino]-6-chloro-1,3,5-triazine), [Na] (sodium). As a reaction SMILES: [Na].[CH2:2]([SH:10])[CH2:3][CH2:4][CH2:5][CH2:6][CH2:7][CH2:8][CH3:9].[C:11]([C:15]1[CH:16]=[C:17]([CH:37]=[C:38]([CH3:41])[C:39]=1[OH:40])[NH:18][C:19]1[N:24]=[C:23]([NH:25][CH:26]2[CH2:31][C:30]([CH3:33])([CH3:32])[NH:29][C:28]([CH3:35])([CH3:34])[CH2:27]2)[N:22]=[C:21](Cl)[N:20]=1)([CH3:14])([CH3:13])[CH3:12]>CO>[C:11]([C:15]1[CH:16]=[C:17]([CH:37]=[C:38]([CH3:41])[C:39]=1[OH:40])[NH:18][C:19]1[N:24]=[C:23]([NH:25][CH:26]2[CH2:31][C:30]([CH3:32])([CH3:33])[NH:29][C:28]([CH3:35])([CH3:34])[CH2:27]2)[N:22]=[C:21]([S:10][CH2:2][CH2:3][CH2:4][CH2:5][CH2:6][CH2:7][CH2:8][CH3:9])[N:20]=1)([CH3:12])([CH3:13])[CH3:14] |^1:0|. Product: C(C)(C)(C)C=1C=C(NC2=NC(=NC(=N2)NC2CC(NC(C2)(C)C)(C)C)SCCCCCCCC)C=C(C1O)C (2-(3-tert.-butyl-5-methyl-4-hydroxyanilino)-4-[(2,2,6,6-tetramethyl-piperidin-4-yl)-amino]-6-(n-octylthio)-1,3,5-triazine). The solvent is CO (methanol), CO (methanol). Procedure details: 1.15 g of sodium were dissolved in 150 ml of methanol and 7.3 g of n-octylmercaptan were added. A solution of 10.8 g of 2-(3-tert.-butyl-5-methyl-4-hydroxyanilino)-4-[(2,2,6,6-tetramethyl-piperidin-4-yl)-amino]-6-chloro-1,3,5-triazine in 200 ml of methanol was added to the resulting sodium n-octylmercaptide, whilst stirring. The reaction mixture was kept under reflux for 16 hours and then poured into 400 ml of ice water, a slightly brownish precipitate, which was filtered off, being formed. Recr... Product: CCOC(=O)Nc1ccc(NC(=O)OCc2ccccc2)c(O)c1. The reactants are [Ca+2], CCOC(=O)Cl, Nc1ccc(NC(=O)OCc2ccccc2)c(O)c1, O=C([O-])[O-], C1COCCO1. RXN SMILES: [Ca+2:26].[Cl:1][C:2](=[O:3])[O:4][CH2:5][CH3:6].[NH2:7][c:8]1[cH:9][cH:10][c:11]([NH:15][C:16](=[O:17])[O:18][CH2:19][c:20]2[cH:21][cH:22][cH:23][cH:24][cH:25]2)[c:12]([OH:14])[cH:13]1.[O-:27][C:28](=[O:29])[O-:30].[O:31]1[CH2:32][CH2:33][O:34][CH2:35][CH2:36]1>>[C:2](=[O:3])([O:4][CH2:5][CH3:6])[NH:7][c:8]1[cH:9][cH:10][c:11]([NH:15][C:16](=[O:17])[O:18][CH2:19][c:20]2[cH:21][cH:22][cH:23][cH:24][cH:25]2)[c:12]([OH:14])[cH:13]1. Starting materials: COC(=O)c1cc(Cl)c(C)cc1F, [Na+], C1COCCO1, [OH-], O. The product is Cc1cc(F)c(C(=O)O)cc1Cl. Reaction SMILES: [Cl:1][c:2]1[c:3]([CH3:13])[cH:4][c:5]([F:12])[c:6]([C:7](=[O:8])[O:9][CH3:10])[cH:11]1.[Na+:15].[O:17]1[CH2:18][CH2:19][O:20][CH2:21][CH2:22]1.[OH-:14].[OH2:16]>>[Cl:1][c:2]1[c:3]([CH3:13])[cH:4][c:5]([F:12])[c:6]([C:7](=[O:8])[OH:9])[cH:11]1. The reactants are C1CCOC1, CCOC(=O)Cc1ccc(-c2ccnc(C)c2)cc1, CO, Cl, [Li+], [OH-], O. Product: Cc1cc(-c2ccc(CC(=O)O)cc2)ccn1. As a reaction SMILES: [CH2:23]1[O:24][CH2:25][CH2:26][CH2:27]1.[CH3:1][c:2]1[n:3][cH:4][cH:5][c:6](-[c:8]2[cH:9][cH:10][c:11]([CH2:14][C:15](=[O:16])[O:17][CH2:18][CH3:19])[cH:12][cH:13]2)[cH:7]1.[CH3:28][OH:29].[ClH:22].[Li+:21].[OH-:20].[OH2:30]>>[CH3:1][c:2]1[n:3][cH:4][cH:5][c:6](-[c:8]2[cH:9][cH:10][c:11]([CH2:14][C:15](=[O:16])[OH:17])[cH:12][cH:13]2)[cH:7]1. The reactants are C1(CC1)C(=O)C=CC1=CC2=C(C=C1)OCO2 (2-(3,4-methylenedioxyphenyl)vinyl cyclopropyl ketone), [H-].[Al+3].[Li+].[H-].[H-].[H-] (lithium aluminum hydride), B1. The product is C1OC=2C=C(C=CC2O1)CCC(O)C1CC1 (2-(3,4-Methylenedioxyphenyl)ethyl cyclopropyl carbinol). Reaction SMILES: [CH:1]1([C:4]([CH:6]=[CH:7][C:8]2[CH:13]=[CH:12][C:11]3[O:14][CH2:15][O:16][C:10]=3[CH:9]=2)=[O:5])[CH2:3][CH2:2]1.[H-].[Al+3].[Li+].[H-].[H-].[H-]>>[CH2:15]1[O:14][C:11]2[CH:12]=[CH:13][C:8]([CH2:7][CH2:6][CH:4]([CH:1]3[CH2:2][CH2:3]3)[OH:5])=[CH:9][C:10]=2[O:16]1 |f:1.2.3.4.5.6|. Procedure details: 2-(3,4-Methylenedioxyphenyl)ethyl cyclopropyl carbinol [IV; Ar is 3,4-methylenedioxyphenyl, R is H] was prepared from 18.4 g. of 2-(3,4-methylenedioxyphenyl)vinyl cyclopropyl ketone (Preparation A2) and 3.1 g. of lithium aluminum hydride according to the procedure described above in Preparation B1, affording 11.5 g., b.p. 116°-122° C. (0.005 mm.), m.p. 64°-65° C. when recrystallized from ether. The reactants are CC1(C)C(=O)N(Br)C(=O)N1Br, Nc1ncnn2c(CN3CCOCC3)c(Cl)cc12, CN(C)C=O. The product is Nc1ncnn2c(CN3CCOCC3)c(Cl)c(Br)c12. RXN SMILES: [Br:19][N:20]1[C:21]([CH3:22])([CH3:23])[C:24](=[O:25])[N:26]([Br:27])[C:28]1=[O:29].[Cl:1][c:2]1[cH:3][c:4]2[c:5]([NH2:18])[n:6][cH:7][n:8][n:9]2[c:10]1[CH2:11][N:12]1[CH2:13][CH2:14][O:15][CH2:16][CH2:17]1.[O:30]=[CH:31][N:32]([CH3:33])[CH3:34]>>[Cl:1][c:2]1[c:3]([Br:19])[c:4]2[c:5]([NH2:18])[n:6][cH:7][n:8][n:9]2[c:10]1[CH2:11][N:12]1[CH2:13][CH2:14][O:15][CH2:16][CH2:17]1.